Task: describe an organic reaction: reactants, conditions, products, and yield. Dataset: the Open Reaction Database (ORD), a public repository of structured organic reaction records Reactants: C(=O)([O-])[O-].[K+].[K+] (K2CO3), [N+](#[C-])CS(=O)(=O)C1=CC=C(C=C1)C (1-(isocyanomethylsulfonyl)-4-methylbenzene), FC(OC1=CC=C(C=O)C=C1)(F)F (4-(trifluoromethoxy)benzaldehyde). Run in CO (MeOH). The product is FC(OC1=CC=C(C=C1)C1=CN=CO1)(F)F (5-(4-(trifluoromethoxy)phenyl)oxazole). Yield: 82.9%. RXN SMILES: C([O-])([O-])=O.[K+].[K+].[N+:7]([CH2:9]S(C1C=CC(C)=CC=1)(=O)=O)#[C-:8].[F:20][C:21]([F:32])([F:31])[O:22][C:23]1[CH:30]=[CH:29][C:26]([CH:27]=[O:28])=[CH:25][CH:24]=1>CO>[F:20][C:21]([F:31])([F:32])[O:22][C:23]1[CH:30]=[CH:29][C:26]([C:27]2[O:28][CH:9]=[N:7][CH:8]=2)=[CH:25][CH:24]=1 |f:0.1.2|. Procedure: To a round bottom flask was added K2CO3 (5.09 g, 36.8 mmol), 1-(isocyanomethylsulfonyl)-4-methylbenzene (3.95 g, 20.25 mmol), MeOH (30 mL) and 4-(trifluoromethoxy)benzaldehyde (2.63 mL, 18.41 mmol). The reaction was refluxed for 2 hrs. After this time, the reaction mixture was concentrated under reduced pressure. The remaining residue was dissolved in water (50 ml). The aqueous solution was extract with EtOAc (50 ml). The EtOAc layer was washed with saturated aqueous NaCl (30 ml), dried over MgS... The reactants are CC(C)C1c2nc[nH]c2CCN1C(=O)OCc1nccs1, CCN(C(C)C)C(C)C, O=C(Cl)Oc1ccc([N+](=O)[O-])cc1, ClCCl, OCCOc1cccnc1. Yields the product CC(C)C1c2nc[nH]c2CCN1C(=O)OCCOc1cccnc1. RXN SMILES: [CH:24]([CH3:25])([CH3:26])[CH:27]1[N:28]([C:36](=[O:37])[O:38][CH2:39][c:40]2[s:41][cH:42][cH:43][n:44]2)[CH2:29][CH2:30][c:31]2[c:32]1[n:33][cH:34][nH:35]2.[CH:45]([N:46]([CH2:47][CH3:48])[CH:49]([CH3:50])[CH3:51])([CH3:52])[CH3:53].[Cl:11][C:12]([O:13][c:14]1[cH:15][cH:16][c:17]([N+:18]([O-:19])=[O:20])[cH:21][cH:22]1)=[O:23].[Cl:54][CH2:55][Cl:56].[n:1]1[cH:2][c:3]([O:7][CH2:8][CH2:9][OH:10])[cH:4][cH:5][cH:6]1>>[n:1]1[cH:2][c:3]([O:7][CH2:8][CH2:9][O:10][C:36]([N:28]2[CH:27]([CH:24]([CH3:25])[CH3:26])[c:32]3[c:31]([nH:35][cH:34][n:33]3)[CH2:30][CH2:29]2)=[O:37])[cH:4][cH:5][cH:6]1.